Task: describe an organic reaction: reactants, conditions, products, and yield. Dataset: the Open Reaction Database (ORD), a public repository of structured organic reaction records Reactants: Fc1ccc(C(CCCCl)c2ccc(F)cc2)cc1, [H-], [Na+], CN(C)C=O, O=C1NCCN1. The product is O=C1NCCN1CCCC(c1ccc(F)cc1)c1ccc(F)cc1. As a reaction SMILES: [F:9][c:10]1[cH:11][cH:12][c:13]([CH:16]([CH2:17][CH2:18][CH2:19][Cl:20])[c:21]2[cH:22][cH:23][c:24]([F:27])[cH:25][cH:26]2)[cH:14][cH:15]1.[H-:1].[Na+:2].[O:28]=[CH:29][N:30]([CH3:31])[CH3:32].[O:3]=[C:4]1[NH:5][CH2:6][CH2:7][NH:8]1>>[O:3]=[C:4]1[N:5]([CH2:19][CH2:18][CH2:17][CH:16]([c:13]2[cH:12][cH:11][c:10]([F:9])[cH:15][cH:14]2)[c:21]2[cH:22][cH:23][c:24]([F:27])[cH:25][cH:26]2)[CH2:6][CH2:7][NH:8]1. Starting materials: ClC=1C=C(C=NC1)C1=NC(=CC2=C1N(C(=N2)N2[C@H]1[C@H](OCC2)CCC1)C[C@@H]1CC[C@H](CC1)C)C#N (4-(5-chloropyridin-3-yl)-2-[(4aR,7aR)-hexahydrocyclopenta[b][1,4]oxazin-4(4aH)-yl]-3-[(trans-4-methylcyclohexyl)methyl]-3H-imidazo[4,5-c]pyridine-6-carbonitrile), [Cl-].[Li+].CC1(N(C(CCC1)(C)C)[Mg]Cl)C (2,2,6,6-tetramethylpiperidinylmagnesium chloride lithium chloride), ClC(C(Cl)(Cl)Cl)(Cl)Cl (hexachloroethane). Solvent: C1CCOC1 (THF). Run at temperature -78 celsius, time 45 minute. The product is ClC=1C2=C(C(=NC1C#N)C=1C=NC=C(C1)Cl)N(C(=N2)N2[C@H]1[C@H](OCC2)CCC1)C[C@@H]1CC[C@H](CC1)C (7-chloro-4-(5-chloropyridin-3-yl)-2-[(4aR,7aR)-hexahydrocyclopenta[b][1,4]oxazin-4(4aH)-yl]-3-[(trans-4-methylcyclohexyl)methyl]-3H-imidazo[4,5-c]pyridine-6-carbonitrile). RXN SMILES: [Cl:1][C:2]1[CH:3]=[C:4]([C:8]2[C:13]3[N:14]([CH2:26][C@H:27]4[CH2:32][CH2:31][C@H:30]([CH3:33])[CH2:29][CH2:28]4)[C:15]([N:17]4[CH2:22][CH2:21][O:20][C@@H:19]5[CH2:23][CH2:24][CH2:25][C@@H:18]45)=[N:16][C:12]=3[CH:11]=[C:10]([C:34]#[N:35])[N:9]=2)[CH:5]=[N:6][CH:7]=1.[Cl-].[Li+].CC1(C)CCCC(C)(C)N1[Mg][Cl:48].ClC(Cl)(Cl)C(Cl)(Cl)Cl>C1COCC1>[Cl:48][C:11]1[C:12]2[N:16]=[C:15]([N:17]3[CH2:22][CH2:21][O:20][C@@H:19]4[CH2:23][CH2:24][CH2:25][C@@H:18]34)[N:14]([CH2:26][C@H:27]3[CH2:32][CH2:31][C@H:30]([CH3:33])[CH2:29][CH2:28]3)[C:13]=2[C:8]([C:4]2[CH:5]=[N:6][CH:7]=[C:2]([Cl:1])[CH:3]=2)=[N:9][C:10]=1[C:34]#[N:35] |f:1.2.3|. Procedure details: To a −78° C. solution of 4-(5-chloropyridin-3-yl)-2-[(4aR,7aR)-hexahydrocyclopenta[b][1,4]oxazin-4(4aH)-yl]-3-[(trans-4-methylcyclohexyl)methyl]-3H-imidazo[4,5-c]pyridine-6-carbonitrile (Example 3.2, Step 3; 250 mg, 0.509 mmol) in THF (7 mL) was added 2,2,6,6-tetramethylpiperidinylmagnesium chloride lithium chloride complex (Aldrich, 1M in THF/toluene) (1.02 mL, 1.02 mmol). The resulting solution was stirred at −78° C. for 45 minutes, and then hexachloroethane (301 mg, 1.273 mmol) was added as a...